This data is from the Open Reaction Database (ORD), a public repository of structured organic reaction records. The task is: describe an organic reaction: reactants, conditions, products, and yield Reactants: O[C@@H]1[C@H](N(C[C@@H]1O)C(CC(C1=CC=CC=C1)(C1=CC=CC=C1)C1=CC=CC=C1)=O)C(=O)N1[C@H](CCC1)C(=O)NC[C@@H]1CNCCC1 ((2R)-1-{(2S,3R,4S)-3,4-dihydroxy-1-(3,3,3-triphenylpropanoyl)pyrrolidin-2-yl}carbonyl-N-((3S)-3-piperidyl-methyl)pyrrolidine-2-carboxamide), C(C)I (ethyl iodide). Yields the product C(C)N1C[C@H](CCC1)CNC(=O)[C@@H]1N(CCC1)C(=O)[C@H]1N(C[C@@H]([C@@H]1O)O)C(CC(C1=CC=CC=C1)(C1=CC=CC=C1)C1=CC=CC=C1)=O ((2R)-N-{((3R)-1-ethyl-3-piperidyl)methyl}-1-{(2S,3R,4S)-3,4-dihydroxy-1-(3,3,3-triphenylpropanoyl)pyrrolidin-2-yl}carbonylpyrrolidine-2-carboxamide). Reaction SMILES: [OH:1][C@H:2]1[C@@H:6]([OH:7])[CH2:5][N:4]([C:8](=[O:29])[CH2:9][C:10]([C:23]2[CH:28]=[CH:27][CH:26]=[CH:25][CH:24]=2)([C:17]2[CH:22]=[CH:21][CH:20]=[CH:19][CH:18]=2)[C:11]2[CH:16]=[CH:15][CH:14]=[CH:13][CH:12]=2)[C@@H:3]1[C:30]([N:32]1[CH2:36][CH2:35][CH2:34][C@@H:33]1[C:37]([NH:39][CH2:40][C@H:41]1[CH2:46][CH2:45][CH2:44][NH:43][CH2:42]1)=[O:38])=[O:31].[CH2:47](I)[CH3:48]>>[CH2:47]([N:43]1[CH2:44][CH2:45][CH2:46][C@H:41]([CH2:40][NH:39][C:37]([C@H:33]2[CH2:34][CH2:35][CH2:36][N:32]2[C:30]([C@@H:3]2[C@@H:2]([OH:1])[C@@H:6]([OH:7])[CH2:5][N:4]2[C:8](=[O:29])[CH2:9][C:10]([C:23]2[CH:28]=[CH:27][CH:26]=[CH:25][CH:24]=2)([C:17]2[CH:22]=[CH:21][CH:20]=[CH:19][CH:18]=2)[C:11]2[CH:12]=[CH:13][CH:14]=[CH:15][CH:16]=2)=[O:31])=[O:38])[CH2:42]1)[CH3:48]. Procedure details: The title compound was prepared by a method similar to Example 77, using (2R)-1-{(2S,3R,4S)-3,4-dihydroxy-1-(3,3,3-triphenylpropanoyl)pyrrolidin-2-yl}carbonyl-N-((3S)-3-piperidyl-methyl)pyrrolidine-2-carboxamide and ethyl iodide. The compound was obtained as a white solid. The reactants are C1(=CC=CC=C1)C#CC#CC1=CC=CC=C1 (diphenylbutadiyne), C(#C)C1=C(C=CC=C1)C#C (diethynylbenzene), C(#C)C1=C(C=CC=C1)C#C (diethynylbenzene), C#C (acetylene), olefin hydrogen, C1(=CC=CC=C1)P(C1=CC=CC=C1)C1=CC=CC=C1 (triphenylphosphine), C(#C)C1=C(C=CC=C1)C#C (diethynylbenzene), C(#C)C1=C(C=CC=C1)C#C (diethynylbenzene). The solvent is C1=CC=CC=C1 (benzene), ClC1=CC=CC=C1 (chlorobenzene), C1=CC=CC=C1 (benzene), CO (methanol), C1=CC=CC=C1 (benzene). Reaction conditions: time 1 hour. Yields the product C1(=CC=CC=C1)C#CC#CC1=CC=CC=C1 (diphenylbutadiyne), C(#C)C1=CC=C(C=C1)C#C (p-diethynylbenzene). As a reaction SMILES: [C:1]1([C:7]#[C:8][C:9]#[C:10][C:11]2[CH:16]=[CH:15][CH:14]=[CH:13][CH:12]=2)[CH:6]=[CH:5][CH:4]=[CH:3][CH:2]=1.C([C:19]1[CH:24]=[CH:23][CH:22]=[CH:21][C:20]=1[C:25]#[CH:26])#C.[C:27]1(P(C2C=CC=CC=2)C2C=CC=CC=2)C=CC=C[CH:28]=1.C#C>C1C=CC=CC=1.CO.ClC1C=CC=CC=1>[C:1]1([C:7]#[C:8][C:9]#[C:10][C:11]2[CH:12]=[CH:13][CH:14]=[CH:15][CH:16]=2)[CH:6]=[CH:5][CH:4]=[CH:3][CH:2]=1.[C:25]([C:20]1[CH:19]=[CH:24][C:23]([C:27]#[CH:28])=[CH:22][CH:21]=1)#[CH:26]. Procedure details: A copolymer prepolymer of diphenylbutadiyne and p-diethynylbenzene was prepared in refluxing benzene solvent. The polymerization vessel was charged with 63 parts of diphenylbutadiyne, 2 parts of diethynylbenzene, 600 parts of benzene, and 2 parts of chlorobenzene. After heating to reflux, 2 parts of a catalyst mixture prepared by mixing 2 parts of nickelacetylacetonate and 4 parts of triphenylphosphine in 20 parts of benzene were added. After 1 hour, an additional 10 parts of diethynylbenzene wa...